From a dataset of the Open Reaction Database (ORD), a public repository of structured organic reaction records. describe an organic reaction: reactants, conditions, products, and yield The reactants are BrC=1N=CN(C1C(CC(=O)OCC)=O)C1=C(C=C(C=C1)C)C (ethyl 3-[4-bromo-1-(2,4-dimethylphenyl)-1H-imidazol-5-yl]-3-oxopropanoate), C(C)(=O)OC(C)=O (acetic anhydride), NC(CCC)CCC (4-aminoheptane). Reported procedure: To 1.20 g (3.3 mmol) of ethyl 3-[4-bromo-1-(2,4-dimethylphenyl)-1H-imidazol-5-yl]-3-oxopropanoate in 1.5 mL of triethylorthoformate was added 0.68 mL (7.2 mmol) of acetic anhydride. The solution was heated to 120° C. for 90 min, cooled to room temperature and concentrated in vacuo. The crude ethoxymethylene oxobutanoate was then dissolved in 35 mL of ethanol, cooled to 0° C., treated with 0.59 mL (3.9 mmol) of 4-aminoheptane and stirred at 0° C. for 1 h. The reaction mixture was concentrated in ... Reaction conditions: temperature 120 celsius, time 1 hour. RXN SMILES: [Br:1][C:2]1[N:3]=[CH:4][N:5]([C:15]2[CH:20]=[CH:19][C:18]([CH3:21])=[CH:17][C:16]=2[CH3:22])[C:6]=1[C:7](=[O:14])[CH2:8][C:9]([O:11][CH2:12][CH3:13])=[O:10].[C:23](OC(=O)C)(=O)C.[NH2:30][CH:31]([CH2:35][CH2:36][CH3:37])[CH2:32][CH2:33][CH3:34]>C(OC(OCC)OCC)C>[Br:1][C:2]1[N:3]=[CH:4][N:5]([C:15]2[CH:20]=[CH:19][C:18]([CH3:21])=[CH:17][C:16]=2[CH3:22])[C:6]=1[C:7]([C:8](=[CH:23][NH:30][CH:31]([CH2:35][CH2:36][CH3:37])[CH2:32][CH2:33][CH3:34])[C:9]([O:11][CH2:12][CH3:13])=[O:10])=[O:14]. The product is BrC=1N=CN(C1C(=O)C(C(=O)OCC)=CNC(CCC)CCC)C1=C(C=C(C=C1)C)C (Ethyl 2-[4-bromo-1-(2,4-dimethylphenyl)-1H-imidazole-5-carbonyl]-3-(heptan-4-ylamino)acrylate). Isolated yield 38.3%. Run in C(C)OC(OCC)OCC (triethylorthoformate). The reactants are CCOC(=O)c1cnc2c(cnn2CC)c1O, CN(C)C=O, N. Yields the product CCn1ncc2c(O)c(C(N)=O)cnc21. Reaction SMILES: [CH2:1]([O:3][C:4](=[O:2])[c:6]1[c:7]([OH:17])[c:8]2[c:9]([n:10][cH:11]1)[n:12]([CH2:15][CH3:16])[n:13][cH:14]2)[CH3:5].[CH3:19][N:20]([CH3:21])[CH:22]=[O:23].[NH3:18]>>[O:3]=[C:4]([c:6]1[c:7]([OH:17])[c:8]2[c:9]([n:10][cH:11]1)[n:12]([CH2:15][CH3:16])[n:13][cH:14]2)[NH2:18]. Starting materials: CS(=O)(=O)OCCCC1=NC(=CC(=N1)OC)OC (3-(4,6-dimethoxypyrimidin-2-yl)propyl methanesulfonate), C(C)OC1=NC(=NC(=C1)OC)CCCO (3-(4-ethoxy-6-methoxypyrimidin-2-yl)propan-1-ol). Reaction SMILES: [CH3:1][S:2]([O:5][CH2:6][CH2:7][CH2:8][C:9]1[N:14]=[C:13]([O:15][CH3:16])[CH:12]=[C:11]([O:17][CH3:18])[N:10]=1)(=[O:4])=[O:3].[CH2:19](OC1C=C(OC)N=C(CCCO)N=1)C>>[CH3:1][S:2]([O:5][CH2:6][CH2:7][CH2:8][C:9]1[N:14]=[C:13]([O:15][CH2:16][CH3:19])[CH:12]=[C:11]([O:17][CH3:18])[N:10]=1)(=[O:3])=[O:4]. Yields the product CS(=O)(=O)OCCCC1=NC(=CC(=N1)OCC)OC (3-(4-Ethoxy-6-methoxypyrimidin-2-yl)propyl methanesulfonate). Procedure details: The title compound was synthesized according to the procedure described for 3-(4,6-dimethoxypyrimidin-2-yl)propyl methanesulfonate (step 4), starting from 3-(4-ethoxy-6-methoxypyrimidin-2-yl)propan-1-ol. LC-MS conditions B: tR=0.68 min, [M+H]+=291.08. Reactants: [Al+3], CCc1cccc(O)c1, [Cl-], [Cl-], [Cl-], ClC(Cl)C(Cl)Cl, O=C(Cl)c1cccc(F)c1. The product is CCc1ccc(C(=O)c2cccc(F)c2)c(O)c1. As a reaction SMILES: [Al+3:21].[CH2:1]([CH3:2])[c:3]1[cH:4][c:5]([OH:9])[cH:6][cH:7][cH:8]1.[Cl-:20].[Cl-:22].[Cl-:23].[Cl:24][CH:25]([CH:26]([Cl:27])[Cl:28])[Cl:29].[F:10][c:11]1[cH:12][c:13]([C:14](=[O:15])[Cl:16])[cH:17][cH:18][cH:19]1>>[CH2:1]([CH3:2])[c:3]1[cH:4][c:5]([OH:9])[c:6]([C:14]([c:13]2[cH:12][c:11]([F:10])[cH:19][cH:18][cH:17]2)=[O:15])[cH:7][cH:8]1. The reactants are CCN(C(C)C)C(C)C, ClC(Cl)Cl, CN(C)C(=O)c1cc(Br)ccc1N, O=C(Cl)N1CCOCC1, O. The product is CN(C)C(=O)c1cc(Br)ccc1NC(=O)N1CCOCC1. Reaction SMILES: [CH:14]([N:15]([CH:16]([CH3:17])[CH3:18])[CH2:19][CH3:20])([CH3:21])[CH3:22].[CH:32]([Cl:33])([Cl:34])[Cl:35].[NH2:1][c:2]1[c:3]([C:4](=[O:5])[N:6]([CH3:7])[CH3:8])[cH:9][c:10]([Br:13])[cH:11][cH:12]1.[O:23]1[CH2:24][CH2:25][N:26]([C:29](=[O:30])[Cl:31])[CH2:27][CH2:28]1.[OH2:36]>>[NH:1]([c:2]1[c:3]([C:4](=[O:5])[N:6]([CH3:7])[CH3:8])[cH:9][c:10]([Br:13])[cH:11][cH:12]1)[C:29]([N:26]1[CH2:25][CH2:24][O:23][CH2:28][CH2:27]1)=[O:30]. Reactants: FC1(OC2=C(O1)C=CC(=C2)C2(CC2)C(=O)NC2=CC(=CC(=N2)C=2C(=NC(=CC2)OC)C)C)F (1-(2,2-difluorobenzo[d][1,3]dioxol-5-yl)-N-(6′-methoxy-2′,4-dimethyl-2,3′-bipyridin-6-yl)cyclopropanecarboxamide), Cl (HCl). The product is FC1(OC2=C(O1)C=CC(=C2)C2(CC2)C(=O)NC2=NC(=CC(=C2)C)C2=C(NC(C=C2)=O)C)F (1-(2,2-difluorobenzo[d][1,3]dioxol-5-yl)-N-(4-methyl-6-(2-methyl-6-oxo-1,6-dihydropyridin-3-yl)pyridin-2-yl)cyclopropanecarboxamide). RXN SMILES: [F:1][C:2]1([F:33])[O:6][C:5]2[CH:7]=[CH:8][C:9]([C:11]3([C:14]([NH:16][C:17]4[N:22]=[C:21]([C:23]5[C:24]([CH3:31])=[N:25][C:26]([O:29]C)=[CH:27][CH:28]=5)[CH:20]=[C:19]([CH3:32])[CH:18]=4)=[O:15])[CH2:13][CH2:12]3)=[CH:10][C:4]=2[O:3]1.Cl>O1CCOCC1>[F:33][C:2]1([F:1])[O:6][C:5]2[CH:7]=[CH:8][C:9]([C:11]3([C:14]([NH:16][C:17]4[CH:18]=[C:19]([CH3:32])[CH:20]=[C:21]([C:23]5[CH:28]=[CH:27][C:26](=[O:29])[NH:25][C:24]=5[CH3:31])[N:22]=4)=[O:15])[CH2:13][CH2:12]3)=[CH:10][C:4]=2[O:3]1. The yield is 19.2%. Reported procedure: To 1-(2,2-difluorobenzo[d][1,3]dioxol-5-yl)-N-(6′-methoxy-2′,4-dimethyl-2,3′-bipyridin-6-yl)cyclopropanecarboxamide (70 mg, 0.154 mmol) in 1,4-dioxane (1.9 mL) was added aqueous 4 M HCl (417 μL, 1.67 mmol) drop-wise. The reaction was stirred at 90° C. for 1.5 hours. The reaction was allowed to cool down to room temperature and then quenched with Et3N. The solvent was evaporated under reduced pressure. The crude compound was dissolved in ethyl acetate and washed with water (2×) and brine (1×). Th... Conditions: temperature 90 celsius, time 1.5 hour. Run in O1CCOCC1 (1,4-dioxane). Reactants: CS(=O)(=O)CC(=O)O, Cl, Cl, Cl, NC1CCC(CCN2CCN(c3nccc4c3OCC4)CC2)CC1. Yields the product CS(=O)(=O)CC(=O)NC1CCC(CCN2CCN(c3nccc4c3OCC4)CC2)CC1. RXN SMILES: [CH3:28][S:29](=[O:30])(=[O:31])[CH2:32][C:33](=[O:34])[OH:35].[ClH:1].[ClH:2].[ClH:3].[O:4]1[CH2:5][CH2:6][c:7]2[c:8]1[c:9]([N:13]1[CH2:14][CH2:15][N:16]([CH2:19][CH2:20][CH:21]3[CH2:22][CH2:23][CH:24]([NH2:27])[CH2:25][CH2:26]3)[CH2:17][CH2:18]1)[n:10][cH:11][cH:12]2>>[O:4]1[CH2:5][CH2:6][c:7]2[c:8]1[c:9]([N:13]1[CH2:14][CH2:15][N:16]([CH2:19][CH2:20][CH:21]3[CH2:22][CH2:23][CH:24]([NH:27][C:33]([CH2:32][S:29]([CH3:28])(=[O:30])=[O:31])=[O:34])[CH2:25][CH2:26]3)[CH2:17][CH2:18]1)[n:10][cH:11][cH:12]2. The reactants are FC1=NC(=CC=C1C(=O)O)F (2,6-difluoropyridine-3-carboxylic acid), C(C)(C)(C)NC1=CC=CC=C1 (t-butylaniline), C=1C=CC2=C(C1)N=NN2O (HOBt), CCN=C=NCCCN(C)C (EDAC), CCN(C(C)C)C(C)C (DIEA). The solvent is C(Cl)Cl (CH2Cl2). The product is C(C)(C)(C)C1=CC=C(C=C1)NC(C1=C(N=C(C=C1)F)F)=O (N-(4-tert-butyl-phenyl)-2,6-difluoro-nicotinamide). Reaction SMILES: [F:1][C:2]1[C:7]([C:8]([OH:10])=O)=[CH:6][CH:5]=[C:4]([F:11])[N:3]=1.[C:12](NC1C=CC=CC=1)([CH3:15])([CH3:14])[CH3:13].[CH:23]1[CH:24]=[CH:25][C:26]2[N:31](O)N=N[C:27]=2[CH:28]=1.CCN=C=NCCCN(C)C.CCN(C(C)C)C(C)C>C(Cl)Cl>[C:12]([C:23]1[CH:28]=[CH:27][C:26]([NH:31][C:8](=[O:10])[C:7]2[CH:6]=[CH:5][C:4]([F:11])=[N:3][C:2]=2[F:1])=[CH:25][CH:24]=1)([CH3:15])([CH3:14])[CH3:13]. Procedure: A solution of 2,6-difluoropyridine-3-carboxylic acid (3.2 g, 20 mmol), t-butylaniline (3.0 g, 20 mmol), HOBt (2.6 g, 20 mmol), EDAC (8 g, 40 mmol), and DIEA (8 mL) in CH2Cl2 (80 mL) was stirred at RT for 1 h. The mixture was washed with aq. NaHCO3 and brine. The organic solution was dried over Na2SO4 and concentrated in vacuo. The residue was purified via flash chromatography on silica (Hex:EtOAc=4:1) to give a light yellow flaky crystal as desired product.